Dataset: the Open Reaction Database (ORD), a public repository of structured organic reaction records. Task: describe an organic reaction: reactants, conditions, products, and yield The product is Cl.N[C@@H](C(=O)N1CCC(CC1)O)CC1=CC=CC=C1 ((R)-2-Amino-1-(4-hydroxy-piperidin-1-yl)-3-phenyl-propan-1-one hydrochloride). The reactants are C(C)(C)(C)OC(=O)N[C@@H](C(=O)N1CCC(CC1)O)CC1=CC=CC=C1 ((R)-2-(N-t-butoxycarbonylamino)-1-(4-hydroxy-piperidin-1-yl)-3-phenyl-propan-1-one), Cl.O1CCOCC1 (HCl dioxane). RXN SMILES: C(OC([NH:8][C@H:9]([CH2:19][C:20]1[CH:25]=[CH:24][CH:23]=[CH:22][CH:21]=1)[C:10]([N:12]1[CH2:17][CH2:16][CH:15]([OH:18])[CH2:14][CH2:13]1)=[O:11])=O)(C)(C)C.[ClH:26].O1CCOCC1>>[ClH:26].[NH2:8][C@H:9]([CH2:19][C:20]1[CH:21]=[CH:22][CH:23]=[CH:24][CH:25]=1)[C:10]([N:12]1[CH2:17][CH2:16][CH:15]([OH:18])[CH2:14][CH2:13]1)=[O:11] |f:1.2,3.4|. Reported procedure: (R)-2-(N-t-butoxycarbonylamino)-1-(4-hydroxy-piperidin-1-yl)-3-phenyl-propan-1-one (12.5 mmol) was dissolved in 4M HCl-dioxane at 0° C. and the resulting suspension stirred at 25° C. for 1 hour. The mixture was concentrated and the residue triturated with ether. Yield, 3.44 g, 97%. Run at temperature 25 celsius, time 1 hour. Reactants: BrC1=CC=C(C=C1)C(CC(=O)C=1C=CC(NC1)=O)C1=C(C=C(C=C1)Cl)C (5-(3-(4-bromophenyl)-3-(4-chloro-2-methylphenyl)propanoyl)pyridin-2(1H)-one), IC (iodomethane), C([O-])([O-])=O.[K+].[K+] (potassium carbonate). The product is BrC1=CC=C(C=C1)C(CC(=O)C=1C=CC(N(C1)C)=O)C1=C(C=C(C=C1)Cl)C (5-(3-(4-Bromophenyl)-3-(4-chloro-2-methylphenyl)propanoyl)-1-methylpyridin-2(1H)-one). As a reaction SMILES: [Br:1][C:2]1[CH:7]=[CH:6][C:5]([CH:8]([C:19]2[CH:24]=[CH:23][C:22]([Cl:25])=[CH:21][C:20]=2[CH3:26])[CH2:9][C:10]([C:12]2[CH:13]=[CH:14][C:15](=[O:18])[NH:16][CH:17]=2)=[O:11])=[CH:4][CH:3]=1.IC.[C:29](=O)([O-])[O-].[K+].[K+]>>[Br:1][C:2]1[CH:7]=[CH:6][C:5]([CH:8]([C:19]2[CH:24]=[CH:23][C:22]([Cl:25])=[CH:21][C:20]=2[CH3:26])[CH2:9][C:10]([C:12]2[CH:13]=[CH:14][C:15](=[O:18])[N:16]([CH3:29])[CH:17]=2)=[O:11])=[CH:4][CH:3]=1 |f:2.3.4|. Procedure details: In analogy to example 161, step 1, 5-(3-(4-bromophenyl)-3-(4-chloro-2-methylphenyl)propanoyl)pyridin-2(1H)-one was reacted with iodomethane in the presence of potassium carbonate to give the title compound as a colorless solid, MS (ESI+): m/z=446.03 [M+H]+. Starting materials: [Li+].[OH-] (LiOH), C(C1=CC=CC=C1)C1NCCC(C1)C(=O)OC (methyl 2-benzylpiperidine-4-carboxylate), CCN(C(C)C)C(C)C (DIPEA), ClC(=O)OC (methyl chloroformate). Run in O (water), CO (MeOH), C(Cl)Cl (DCM), C(Cl)Cl (DCM). Conditions: time 40 minute. Product: C(C1=CC=CC=C1)C1N(CCC(C1)C(=O)O)C(=O)OC (2-benzyl-1-(methoxycarbonyl)piperidine-4-carboxylic acid). RXN SMILES: [CH2:1]([CH:8]1[CH2:13][CH:12]([C:14]([O:16]C)=[O:15])[CH2:11][CH2:10][NH:9]1)[C:2]1[CH:7]=[CH:6][CH:5]=[CH:4][CH:3]=1.CCN(C(C)C)C(C)C.Cl[C:28]([O:30][CH3:31])=[O:29].[Li+].[OH-]>C(Cl)Cl.O.CO>[CH2:1]([CH:8]1[CH2:13][CH:12]([C:14]([OH:16])=[O:15])[CH2:11][CH2:10][N:9]1[C:28]([O:30][CH3:31])=[O:29])[C:2]1[CH:3]=[CH:4][CH:5]=[CH:6][CH:7]=1 |f:3.4|. Procedure: To a solution of methyl 2-benzylpiperidine-4-carboxylate (7.36 g, 31.55 mmol) and DIPEA (11.02 mL, 63.09 mmol) in DCM (200 mL) was added methyl chloroformate (3.18 mL, 41.01 mmol) in 100 mL DCM over 1 h. The reaction mixture was stirred for 40 min, then washed with satd NaHCO3, dried using a phase separator and evaporated. The residue was dissolved in THF (80 mL) followed by addition of LiOH (1.0 g, 42.0 mmol), MeOH (60 mL) and water (60 mL). The reaction mixture was stirred at room temperature ... Reactants: C(C)(C)(C)NC(=O)C1=C(C2=C(N=C(N=C2C2=CC(=CC=C2)O)SC)S1)N (tert-butyl 5-amino-2-methylthio-4-(3-hydroxyphenyl)-thieno[2,3-d]pyrimidine-6-carboxamide), ClC(=O)OCC=C (allyl chloroformate). Conditions: time 30 minute. The product is C(C)(C)(C)NC(=O)C1=C(C2=C(N=C(N=C2C2=CC(=CC=C2)OC(=O)OCC=C)SC)S1)N (tert-Butyl 5-amino-2-methylthio-4-(3-(allyloxycarbonyloxy)-phenyl)-thieno[2,3-d]pyrimidine-6-carboxamide). Reaction SMILES: [C:1]([NH:5][C:6]([C:8]1[S:25][C:11]2[N:12]=[C:13]([S:23][CH3:24])[N:14]=[C:15]([C:16]3[CH:21]=[CH:20][CH:19]=[C:18]([OH:22])[CH:17]=3)[C:10]=2[C:9]=1[NH2:26])=[O:7])([CH3:4])([CH3:3])[CH3:2].Cl[C:28]([O:30][CH2:31][CH:32]=[CH2:33])=[O:29]>>[C:1]([NH:5][C:6]([C:8]1[S:25][C:11]2[N:12]=[C:13]([S:23][CH3:24])[N:14]=[C:15]([C:16]3[CH:21]=[CH:20][CH:19]=[C:18]([O:22][C:28]([O:30][CH2:31][CH:32]=[CH2:33])=[O:29])[CH:17]=3)[C:10]=2[C:9]=1[NH2:26])=[O:7])([CH3:4])([CH3:2])[CH3:3]. Reported procedure: The reaction of tert-butyl 5-amino-2-methylthio-4-(3-hydroxyphenyl)-thieno[2,3-d]pyrimidine-6-carboxamide (example 1f, 100 mg) with allyl chloroformate (274 μl) was performed according to the methods described in example 1g. The title compound was purified by HPLC using a Luna C-18 column with the following gradient: CH3CN/H2O=10/90 to 90/10 (v/v) in 30 min. The title compound was then lyophilized from a mixture of 1,4-dioxane and H2O. Reactants: N(N)C1=CC=C(C(=O)OC)C=C1 (methyl 4-hydrazinobenzoate), C(C(C)(C)C)(=O)CC#N (pivaloylacetonitrile). The product is C(C)(C)(C)C1=NN(C(=C1)N)C1=CC=C(C(=O)OC)C=C1 (Methyl 4-(3-tert-butyl-5-amino-1H-pyrazol-1-yl)benzoate). Reaction SMILES: [NH:1]([C:3]1[CH:12]=[CH:11][C:6]([C:7]([O:9][CH3:10])=[O:8])=[CH:5][CH:4]=1)[NH2:2].[C:13]([CH2:19][C:20]#[N:21])(=O)[C:14]([CH3:17])([CH3:16])[CH3:15]>>[C:14]([C:13]1[CH:19]=[C:20]([NH2:21])[N:1]([C:3]2[CH:4]=[CH:5][C:6]([C:7]([O:9][CH3:10])=[O:8])=[CH:11][CH:12]=2)[N:2]=1)([CH3:17])([CH3:16])[CH3:15]. Reported procedure: Methyl 4-(3-tert-butyl-5-amino-1H-pyrazol-1-yl)benzoate (3.67 mmol) was prepared from methyl 4-hydrazinobenzoate and pivaloylacetonitrile by the procedure of Regan, et al., J. Med. Chem., 45, 2994 (2002). Starting materials: CC(=O)O, O=CC1CCCCCCC1, Nc1ccc(C(=O)O)cc1, [Zn], c1ccccc1. Product: O=C(O)c1ccc(NCC2CCCCCCC2)cc1. As a reaction SMILES: [CH3:21][C:22](=[O:23])[OH:24].[CH:1]1([CH:9]=[O:10])[CH2:2][CH2:3][CH2:4][CH2:5][CH2:6][CH2:7][CH2:8]1.[NH2:11][c:12]1[cH:13][cH:14][c:15]([C:16](=[O:17])[OH:18])[cH:19][cH:20]1.[Zn:25].[cH:26]1[cH:27][cH:28][cH:29][cH:30][cH:31]1>>[CH:1]1([CH2:9][NH:11][c:12]2[cH:13][cH:14][c:15]([C:16](=[O:17])[OH:18])[cH:19][cH:20]2)[CH2:2][CH2:3][CH2:4][CH2:5][CH2:6][CH2:7][CH2:8]1. Reactants: [Br-], O=C([O-])[O-], CC(C)C(=O)C[As+](c1ccccc1)(c1ccccc1)c1ccccc1, Cc1ncsc1C=O, CC#N, [K+], [K+], O. Yields the product Cc1ncsc1C=CC(=O)C(C)C. As a reaction SMILES: [Br-:9].[C:35](=[O:36])([O-:37])[O-:38].[CH3:10][CH:11]([C:12]([CH2:13][As+:14]([c:15]1[cH:16][cH:17][cH:18][cH:19][cH:20]1)([c:21]1[cH:22][cH:23][cH:24][cH:25][cH:26]1)[c:27]1[cH:28][cH:29][cH:30][cH:31][cH:32]1)=[O:33])[CH3:34].[CH3:1][c:2]1[n:3][cH:4][s:5][c:6]1[CH:7]=[O:8].[CH3:41][C:42]#[N:43].[K+:39].[K+:40].[OH2:44]>>[CH3:1][c:2]1[n:3][cH:4][s:5][c:6]1[CH:7]=[CH:13][C:12]([CH:11]([CH3:10])[CH3:34])=[O:33].